This data is from the Open Reaction Database (ORD), a public repository of structured organic reaction records. The task is: describe an organic reaction: reactants, conditions, products, and yield Reactants: C(C)N1C(C(N=C(C2=C1C=C(C(=C2)OC)OC)C2=CC=CC=C2)CC=2C=C(C#N)C=CC2)=O (3-[(1-ethyl-7,8-dimethoxy-2-oxo-5-phenyl-2,3-dihydro-1H-1,4-benzodiazepin-3-yl)methyl]benzonitrile), N (ammonia). The reagents and catalysts are [Ni] (Raney nickel). The solvent is CO (methanol). Product: NCC=1C=C(CC2C(N(C3=C(C(=N2)C2=CC=CC=C2)C=C(C(=C3)OC)OC)CC)=O)C=CC1 (3-[3-(aminomethyl)benzyl]-1-ethyl-7,8-dimethoxy-5-phenyl-1,3-dihydro-2H-1,4-benzodiazepin-2-one). Yield: 99.1%. Reaction SMILES: [CH2:1]([N:3]1[C:9]2[CH:10]=[C:11]([O:16][CH3:17])[C:12]([O:14][CH3:15])=[CH:13][C:8]=2[C:7]([C:18]2[CH:23]=[CH:22][CH:21]=[CH:20][CH:19]=2)=[N:6][CH:5]([CH2:24][C:25]2[CH:26]=[C:27]([CH:30]=[CH:31][CH:32]=2)[C:28]#[N:29])[C:4]1=[O:33])[CH3:2].N>[Ni].CO>[NH2:29][CH2:28][C:27]1[CH:26]=[C:25]([CH:32]=[CH:31][CH:30]=1)[CH2:24][CH:5]1[N:6]=[C:7]([C:18]2[CH:19]=[CH:20][CH:21]=[CH:22][CH:23]=2)[C:8]2[CH:13]=[C:12]([O:14][CH3:15])[C:11]([O:16][CH3:17])=[CH:10][C:9]=2[N:3]([CH2:1][CH3:2])[C:4]1=[O:33]. Procedure: Leave under hydrogen pressure (Patm) for 12 hours, 40 mg of 3-[(1-ethyl-7,8-dimethoxy-2-oxo-5-phenyl-2,3-dihydro-1H-1,4-benzodiazepin-3-yl)methyl]benzonitrile (IIcp), 0.4 ml of 30% ammonia, 4 ml of methanol, 1 spatula tip of Raney nickel. Filter on celite, rinse several times with methanol. Evaporate to dryness. Take up in 50 ml of dichloromethane, wash three times with 50 ml of 0.5 M NH3 and twice with water. Dry the organic phase on Na2SO4. Evaporate to dryness. Recrystallize in ether. Filter.... Reactants: P(Br)(Br)Br (phosphorus tribromide), ClC=1C(NC2=CC=CC=C2C1)=O (chloroquinolone), CN(C)C=O (DMF), C([O-])([O-])=O.[Na+].[Na+] (sodium carbonate). Yields the product BrC1=C(C=NC2=CC=C3C(=C12)OCCO3)Cl (10-Bromo-9-chloro-2,3-dihydro-[1,4]dioxino[2,3-f]quinoline). As a reaction SMILES: [Cl:1][C:2]1[C:3](=O)[NH:4][C:5]2[C:10]([CH:11]=1)=[CH:9][CH:8]=[CH:7][CH:6]=2.P(Br)(Br)[Br:14].[C:17](=[O:20])([O-])[O-].[Na+].[Na+].CN([CH:26]=[O:27])C>>[Br:14][C:11]1[C:10]2[C:5](=[CH:6][CH:7]=[C:8]3[O:20][CH2:17][CH2:26][O:27][C:9]3=2)[N:4]=[CH:3][C:2]=1[Cl:1] |f:2.3.4|. Procedure details: The chloroquinolone (7a) in dry DMF (8 mL) was cooled in ice and phosphorus tribromide (0.7 mL) added drop-wise, and the mixture was stirred, with ice-cooling for 30 minutes then allowed to warm to room temperature and stirred for a further 2 hours. It was cooled in ice and sodium carbonate solution was added and the solid was collected, washed well with water, and dried in vacuo, to afford a pale yellow solid (1.65 g). Starting materials: C(C)(C)(C)C=1C=CC=2C=3C(C(=NC2C1C(C)(C)C)N(C(=O)[O-])C(=O)[O-])=NN(C3C)CC (Di(tert-butyl)2-ethyl-1-methyl-2H-pyrazolo[3,4-c]quinolin-4-ylimidodicarbonate), O1CCC(CC1)=O (tetrahydro-4H-pyran-4-one), C(C)(C)(C)C=1C=CC=2C=3C(C(=NC2C1C(C)(C)C)N(C(=O)[O-])C(=O)[O-])=NN(C3C)CC (di(tert-butyl)2-ethyl-1-methyl-2H-pyrazolo[3,4-c]quinolin-4-ylimidodicarbonate), C(C)(C)(C)C=1C=CC=2C=3C(C(=NC2C1C(C)(C)C)N(C(=O)[O-])C(=O)[O-])=NN(C3C)CCC (di(tert-butyl)1-methyl-2-propyl-2H-pyrazolo[3,4-c]quinolin-4-ylimidodicarbonate). Yields the product NC1=NC=2C=CC=CC2C=2C1=NN(C2CC2(CCOCC2)O)CC (4-[(4-amino-2-ethyl-2H-pyrazolo[3,4-c]quinolin-1-yl)methyl]tetrahydro-2H-pyran-4-ol). RXN SMILES: C([C:5]1[CH:6]=[CH:7][C:8]2[C:9]3[C:10](=[N:26][N:27]([CH2:30][CH3:31])[C:28]=3[CH3:29])[C:11]([N:19](C([O-])=O)C([O-])=O)=[N:12][C:13]=2[C:14]=1C(C)(C)C)(C)(C)C.[O:32]1[CH2:37][CH2:36][C:35](=[O:38])[CH2:34][CH2:33]1.C(C1C=CC2C3C(=NN(CCC)C=3C)C(N(C([O-])=O)C([O-])=O)=NC=2C=1C(C)(C)C)(C)(C)C>>[NH2:19][C:11]1[C:10]2=[N:26][N:27]([CH2:30][CH3:31])[C:28]([CH2:29][C:35]3([OH:38])[CH2:36][CH2:37][O:32][CH2:33][CH2:34]3)=[C:9]2[C:8]2[CH:7]=[CH:6][CH:5]=[CH:14][C:13]=2[N:12]=1. Reported procedure: Di(tert-butyl)2-ethyl-1-methyl-2H-pyrazolo[3,4-c]quinolin-4-ylimidodicarbonate was reacted with tetrahydro-4H-pyran-4-one according to the method of Example 2 using di(tert-butyl)2-ethyl-1-methyl-2H-pyrazolo[3,4-c]quinolin-4-ylimidodicarbonate in lieu of di(tert-butyl)1-methyl-2-propyl-2H-pyrazolo[3,4-c]quinolin-4-ylimidodicarbonate. The crude product was recrystallized acetonitrile provide 0.349 g 4-[(4-amino-2-ethyl-2H-pyrazolo[3,4-c]quinolin-1-yl)methyl]tetrahydro-2H-pyran-4-ol as off-white c...